Task: describe an organic reaction: reactants, conditions, products, and yield. Dataset: the Open Reaction Database (ORD), a public repository of structured organic reaction records Starting materials: C(#N)C=1C(=C(C=C2C(C(=CN(C12)C1CC1)C(=O)O)=O)F)N1C[C@@H]2CCCN[C@@H]2C1 (8-cyano-1-cyclopropyl-7-((1S,6S)-2,8-diazabicyclo[4.3.0]nonan-8-yl)-6-fluoro-1,4-dihydro-4-oxo-3-quinolinecarboxylic acid), Cl.O1CCOCC1 (hydrochloric acid dioxane). Product: Cl.C(#N)C=1C(=C(C=C2C(C(=CN(C12)C1CC1)C(=O)O)=O)F)N1C[C@@H]2CCCN[C@@H]2C1 (8-Cyano-1-1-cyclopropyl-7-((1S,6S)-2,8-diazabicyclo[4.3.0]nonan-8-yl)-6-fluoro-1,4-dihydro-4-oxo-3-quinolinecarboxylic acid hydrochloride). RXN SMILES: [C:1]([C:3]1[C:4]([N:21]2[CH2:29][C@@H:28]3[C@@H:23]([CH2:24][CH2:25][CH2:26][NH:27]3)[CH2:22]2)=[C:5]([F:20])[CH:6]=[C:7]2[C:12]=1[N:11]([CH:13]1[CH2:15][CH2:14]1)[CH:10]=[C:9]([C:16]([OH:18])=[O:17])[C:8]2=[O:19])#[N:2].[ClH:30].O1CCOCC1>>[ClH:30].[C:1]([C:3]1[C:4]([N:21]2[CH2:29][C@@H:28]3[C@@H:23]([CH2:24][CH2:25][CH2:26][NH:27]3)[CH2:22]2)=[C:5]([F:20])[CH:6]=[C:7]2[C:12]=1[N:11]([CH:13]1[CH2:14][CH2:15]1)[CH:10]=[C:9]([C:16]([OH:18])=[O:17])[C:8]2=[O:19])#[N:2] |f:1.2,3.4|. Procedure details: 5.00 g (12.6 mmol) of 8-cyano-1-cyclopropyl-7-((1S,6S)-2,8-diazabicyclo[4.3.0]nonan-8-yl)-6-fluoro-1,4-dihydro-4-oxo-3-quinolinecarboxylic acid are stirred in 95 ml of 4 N hydrochloric acid/dioxane (1:1) at 60° C. for two hours. The reaction mixture is concentrated in vacuo and the residue is recrystallized from ethanol. The reactants are [C-]#N, O=C([O-])O, CCCC[N+](CCCC)(CCCC)CCCC, CCOC(C)=O, CC#N, Cc1nc(-c2cccc(C(F)(F)F)c2)sc1CCl, [Na+]. Product: Cc1nc(-c2cccc(C(F)(F)F)c2)sc1CC#N. RXN SMILES: [C-:33]#[N:34].[C:19](=[O:20])([OH:21])[O-:22].[CH2:35]([N+:36]([CH2:37][CH2:38][CH2:39][CH3:40])([CH2:41][CH2:42][CH2:43][CH3:44])[CH2:45][CH2:46][CH2:47][CH3:48])[CH2:49][CH2:50][CH3:51].[CH3:24][CH2:25][O:26][C:27](=[O:28])[CH3:29].[CH3:30][C:31]#[N:32].[Cl:1][CH2:2][c:3]1[c:4]([CH3:18])[n:5][c:6](-[c:8]2[cH:9][c:10]([C:14]([F:15])([F:16])[F:17])[cH:11][cH:12][cH:13]2)[s:7]1.[Na+:23]>>[CH2:2]([c:3]1[c:4]([CH3:18])[n:5][c:6](-[c:8]2[cH:9][c:10]([C:14]([F:15])([F:16])[F:17])[cH:11][cH:12][cH:13]2)[s:7]1)[C:31]#[N:32]. Reactants: COc1ccc(S(=O)(=O)NC(CC(C)C)C(=O)OC(C)(C)C)cc1, CN(C)C=O, Cl, [H-], [Na+], ClCc1cccnc1. Yields the product COc1ccc(S(=O)(=O)N(Cc2cccnc2)C(CC(C)C)C(=O)OC(C)(C)C)cc1. As a reaction SMILES: [CH3:1][O:2][c:3]1[cH:4][cH:5][c:6]([S:9](=[O:10])(=[O:11])[NH:12][CH:13]([C:14](=[O:15])[O:16][C:17]([CH3:18])([CH3:19])[CH3:20])[CH2:21][CH:22]([CH3:23])[CH3:24])[cH:7][cH:8]1.[CH3:36][N:37]([CH3:38])[CH:39]=[O:40].[ClH:25].[H-:34].[Na+:35].[cH:26]1[c:27]([CH2:32][Cl:33])[cH:28][cH:29][cH:30][n:31]1>>[CH3:1][O:2][c:3]1[cH:4][cH:5][c:6]([S:9](=[O:10])(=[O:11])[N:12]([CH:13]([C:14](=[O:15])[O:16][C:17]([CH3:18])([CH3:19])[CH3:20])[CH2:21][CH:22]([CH3:23])[CH3:24])[CH2:32][c:27]2[cH:26][n:31][cH:30][cH:29][cH:28]2)[cH:7][cH:8]1. The reactants are NC1=CC=C(CC2=NC(=C(C(=N2)Cl)CC(=O)OC)N(C)CC(=O)NC2CCCC2)C=C1 (methyl {2-(4-aminobenzyl)-4-chloro-6-[[2-(cyclopentylamino)-2-oxo-ethyl](methyl)amino]pyrimidin-5-yl}acetate), C1(CCCCC1)C=O (cyclohexanecarbaldehyde), C(C)(=O)O (acetic acid), C(C)(=O)O[BH-](OC(C)=O)OC(C)=O.[Na+] (sodium triacetoxyborohydride), [OH-].[Na+] (NaOH). Run in ClCCCl (1,2-dichloroethane), O (Water). Reaction conditions: time 8 hour. Product: ClC1=NC(=NC(=C1CC(=O)OC)N(C)CC(=O)NC1CCCC1)CC1=CC=C(C=C1)NCC1CCCCC1 (methyl {4-chloro-2-{4-[(cyclo-hexylmethyl)amino]benzyl}-6-[[2-(cyclopentylamino)-2-oxoethyl](methyl)amino]pyrimidin-5-yl}acetate). Yield: 50.5%. As a reaction SMILES: [NH2:1][C:2]1[CH:31]=[CH:30][C:5]([CH2:6][C:7]2[N:12]=[C:11]([Cl:13])[C:10]([CH2:14][C:15]([O:17][CH3:18])=[O:16])=[C:9]([N:19]([CH2:21][C:22]([NH:24][CH:25]3[CH2:29][CH2:28][CH2:27][CH2:26]3)=[O:23])[CH3:20])[N:8]=2)=[CH:4][CH:3]=1.[CH:32]1([CH:38]=O)[CH2:37][CH2:36][CH2:35][CH2:34][CH2:33]1.C(O)(=O)C.C(O[BH-](OC(=O)C)OC(=O)C)(=O)C.[Na+].[OH-].[Na+]>ClCCCl.O>[Cl:13][C:11]1[C:10]([CH2:14][C:15]([O:17][CH3:18])=[O:16])=[C:9]([N:19]([CH2:21][C:22]([NH:24][CH:25]2[CH2:29][CH2:28][CH2:27][CH2:26]2)=[O:23])[CH3:20])[N:8]=[C:7]([CH2:6][C:5]2[CH:30]=[CH:31][C:2]([NH:1][CH2:38][CH:32]3[CH2:37][CH2:36][CH2:35][CH2:34][CH2:33]3)=[CH:3][CH:4]=2)[N:12]=1 |f:3.4,5.6|. Procedure: A mixture of methyl {2-(4-aminobenzyl)-4-chloro-6-[[2-(cyclopentylamino)-2-oxo-ethyl](methyl)amino]pyrimidin-5-yl}acetate (0.150 g, 0.336 mmol), cyclohexanecarbaldehyde (0.042 g, 0.370 mmol), acetic acid (0.019 mL, 0.336 mmol) and sodium triacetoxyborohydride (0.107 g, 0.505 mmol) in 1,2-dichloroethane (3 mL) was stirred overnight at room temperature. Water was then added and the mixture was neutralized with 1N NaOH followed by extraction with dichloromethane. The combined organic extracts was w... Reactants: ClCCl, COc1cccc2c1nc(C(F)F)n2-c1nc(N2CCOCC2)nc(N(CCCN2CCOCC2)C2CCN(C(=O)OC(C)(C)C)CC2)n1, O=C(O)C(F)(F)F. The product is COc1cccc2c1nc(C(F)F)n2-c1nc(N2CCOCC2)nc(N(CCCN2CCOCC2)C2CCNCC2)n1. Reaction SMILES: [Cl:57][CH2:58][Cl:59].[F:1][CH:2]([c:3]1[n:4][c:5]2[c:6]([n:7]1-[c:8]1[n:9][c:10]([N:20]([CH:21]3[CH2:22][CH2:23][N:24]([C:27]([O:28][C:29]([CH3:30])([CH3:31])[CH3:32])=[O:33])[CH2:25][CH2:26]3)[CH2:34][CH2:35][CH2:36][N:37]3[CH2:38][CH2:39][O:40][CH2:41][CH2:42]3)[n:11][c:12]([N:14]3[CH2:15][CH2:16][O:17][CH2:18][CH2:19]3)[n:13]1)[cH:43][cH:44][cH:45][c:46]2[O:47][CH3:48])[F:49].[F:50][C:51]([F:52])([F:53])[C:54]([OH:55])=[O:56]>>[F:1][CH:2]([c:3]1[n:4][c:5]2[c:6]([n:7]1-[c:8]1[n:9][c:10]([N:20]([CH:21]3[CH2:22][CH2:23][NH:24][CH2:25][CH2:26]3)[CH2:34][CH2:35][CH2:36][N:37]3[CH2:38][CH2:39][O:40][CH2:41][CH2:42]3)[n:11][c:12]([N:14]3[CH2:15][CH2:16][O:17][CH2:18][CH2:19]3)[n:13]1)[cH:43][cH:44][cH:45][c:46]2[O:47][CH3:48])[F:49].